From a dataset of the Open Reaction Database (ORD), a public repository of structured organic reaction records. describe an organic reaction: reactants, conditions, products, and yield Starting materials: O=C1NCC[C@@H]1OS(=O)(=O)C (methanesulfonic acid (S)-2-oxo-pyrrolidin-3-yl ester), Cl.FC1=CC=C(C=C1)C(=O)C1CCNCC1 ((4-fluoro-phenyl)-piperidin-4-yl-methanone hydrochloride), CCN(C(C)C)C(C)C (DIEA). Conditions: temperature 85 celsius. The product is FC1=CC=C(C(=O)C2CCN(CC2)C2C(NCC2)=O)C=C1 (3-[4-(4-Fluoro-benzoyl)-piperidin-1-yl]-pyrrolidin-2-one). The yield is 7.8%. As a reaction SMILES: [O:1]=[C:2]1[C@@H:6](OS(C)(=O)=O)[CH2:5][CH2:4][NH:3]1.Cl.[F:13][C:14]1[CH:19]=[CH:18][C:17]([C:20]([CH:22]2[CH2:27][CH2:26][NH:25][CH2:24][CH2:23]2)=[O:21])=[CH:16][CH:15]=1.CCN(C(C)C)C(C)C>>[F:13][C:14]1[CH:15]=[CH:16][C:17]([C:20]([CH:22]2[CH2:27][CH2:26][N:25]([CH:6]3[CH2:5][CH2:4][NH:3][C:2]3=[O:1])[CH2:24][CH2:23]2)=[O:21])=[CH:18][CH:19]=1 |f:1.2|. Reported procedure: To a 10 mL microwave vial was added methanesulfonic acid (S)-2-oxo-pyrrolidin-3-yl ester (4.97 mmol, 890 mg) and (4-fluoro-phenyl)-piperidin-4-yl-methanone hydrochloride (4.97 mmol, 1.21 g) in DIEA (24.8 mmol, 5 mL) was heated to 85° C. for 105 min. The DIEA was decanted and flash column chromatography (silica) was performed eluting with ethyl acetate to 20% MeOH/ethyl acetate afforded the title compound (112 mg, 7.8% yield). MS (ESI) m/e 291.2 (M+H+), calculated 290.33; HPLC (Novapak 150×3.9 mm...